The task is: describe an organic reaction: reactants, conditions, products, and yield. This data is from the Open Reaction Database (ORD), a public repository of structured organic reaction records. Starting materials: BrCCCS(=NC(C1=CN=CC(=C1)C#CC1=CC(=CC=C1)NC(=O)C=1OC=CC1C)=O)(C1=CC=CC=C1)=O (N-[(3-bromopropyl)(oxido)phenyl--sulfanylidene]-5-({3-[(3-methyl-2-furoyl)amino]phenyl}ethynyl)nicotinamide), FC1(CNCCC1)F (3,3-difluoropiperidine). Product: FC1(CN(CCC1)CCC[S@@](=NC(C1=CN=CC(=C1)C#CC1=CC(=CC=C1)NC(=O)C=1OC=CC1C)=O)(C1=CC=CC=C1)=O)F ((S)-N-{[3-(3,3-difluoropiperidin-1-yl)propyl](oxido)phenyl--sulfanylidene}-5-({3-[(3-methyl-2-furoyl)amino]phenyl}ethynyl)nicotinamide). RXN SMILES: Br[CH2:2][CH2:3][CH2:4][S:5](=[O:38])([C:32]1[CH:37]=[CH:36][CH:35]=[CH:34][CH:33]=1)=[N:6][C:7](=[O:31])[C:8]1[CH:13]=[C:12]([C:14]#[C:15][C:16]2[CH:21]=[CH:20][CH:19]=[C:18]([NH:22][C:23]([C:25]3[O:26][CH:27]=[CH:28][C:29]=3[CH3:30])=[O:24])[CH:17]=2)[CH:11]=[N:10][CH:9]=1.[F:39][C:40]1([F:46])[CH2:45][CH2:44][CH2:43][NH:42][CH2:41]1>>[F:39][C:40]1([F:46])[CH2:45][CH2:44][CH2:43][N:42]([CH2:2][CH2:3][CH2:4][S@:5](=[O:38])([C:32]2[CH:37]=[CH:36][CH:35]=[CH:34][CH:33]=2)=[N:6][C:7](=[O:31])[C:8]2[CH:13]=[C:12]([C:14]#[C:15][C:16]3[CH:21]=[CH:20][CH:19]=[C:18]([NH:22][C:23]([C:25]4[O:26][CH:27]=[CH:28][C:29]=4[CH3:30])=[O:24])[CH:17]=3)[CH:11]=[N:10][CH:9]=2)[CH2:41]1. Procedure details: In a manner similar to that described for Example 508, N-[(3-bromopropyl)(oxido)phenyl--sulfanylidene]-5-({3-[(3-methyl-2-furoyl)amino]phenyl}ethynyl)nicotinamide and 3,3-difluoropiperidine were converted to the title compound.